From a dataset of the Open Reaction Database (ORD), a public repository of structured organic reaction records. describe an organic reaction: reactants, conditions, products, and yield Starting materials: ClCC1OC(OC1)(C)C(CC1=CC=C(C=C1)Cl)(C)C (4-chloromethyl-2-[1-(4-chlorophenyl)-2-methyl-prop-2-yl]-2-methyl-1,3-dioxolane), OCC1CNCCC1 (3-hydroxymethylpiperidine). The reagents and catalysts are [I-].[K+] (potassium iodide). The solvent is C(C)O (ethanol). The product is ClC1=CC=C(C=C1)CC(C)(C)C1(OCC(O1)CN1CC(CCC1)CO)C (2-[1-(4-chlorophenyl)-2-methyl-prop-2-yl]-4-[(3-hydroxymethylpiperidin-1-yl)-methyl]-2-methyl-1,3-dioxolane). The yield is 99.5%. Reaction SMILES: Cl[CH2:2][CH:3]1[CH2:7][O:6][C:5]([C:9]([CH3:19])([CH3:18])[CH2:10][C:11]2[CH:16]=[CH:15][C:14]([Cl:17])=[CH:13][CH:12]=2)([CH3:8])[O:4]1.[OH:20][CH2:21][CH:22]1[CH2:27][CH2:26][CH2:25][NH:24][CH2:23]1>C(O)C.[I-].[K+]>[Cl:17][C:14]1[CH:15]=[CH:16][C:11]([CH2:10][C:9]([C:5]2([CH3:8])[O:4][CH:3]([CH2:2][N:24]3[CH2:25][CH2:26][CH2:27][CH:22]([CH2:21][OH:20])[CH2:23]3)[CH2:7][O:6]2)([CH3:19])[CH3:18])=[CH:12][CH:13]=1 |f:3.4|. Procedure details: 30.3 g (0.1 mol) of 4-chloromethyl-2-[1-(4-chlorophenyl)-2-methyl-prop-2-yl]-2-methyl-1,3-dioxolane, 23 g (0.2 mol) of 3-hydroxymethylpiperidine and 0.1 g of potassium iodide in 100 ml of ethanol are heated at 150° C. under pressure (2 bar) for 15 hours. For working up, the solvent is removed in vacuo, the residue is taken up in 100 ml of methylene chloride, the mixture is washed twice with 100 ml of water each time and dried over sodium sulphate and the solvent is removed again in vacuo. 38 g (... Starting materials: C(C)C(COC=1C=C(C=C(C1)CO)CO)CC ((5-(2-Ethylbutoxy)-1,3-phenylene)dimethanol), C=1C=C[NH+]=CC1.[O-][Cr](=O)(=O)Cl (PCC). The solvent is C(Cl)Cl (CH2Cl2). Conditions: time 16 hour. Yields the product C(C)C(COC=1C=C(C=C(C=O)C1)C=O)CC (5-(2-Ethylbutoxyl)isophthalaldehyde). Yield: 26.4%. As a reaction SMILES: [CH2:1]([CH:3]([CH2:16][CH3:17])[CH2:4][O:5][C:6]1[CH:7]=[C:8]([CH2:14][OH:15])[CH:9]=[C:10]([CH2:12][OH:13])[CH:11]=1)[CH3:2].C1C=C[NH+]=CC=1.[O-][Cr](Cl)(=O)=O>C(Cl)Cl>[CH2:16]([CH:3]([CH2:1][CH3:2])[CH2:4][O:5][C:6]1[CH:11]=[C:10]([CH:12]=[O:13])[CH:9]=[C:8]([CH:7]=1)[CH:14]=[O:15])[CH3:17] |f:1.2|. Procedure: (5-(2-Ethylbutoxy)-1,3-phenylene)dimethanol (0.50 g, 2.10 mmol) and CH2Cl2 (10 mL) were added to a round-bottom flask. To this solution was added PCC (1.35 g, 6.30 mmol), and the reaction was stirred for 16 h. The reaction mixture was concentrated under reduced pressure. Purification by column chromatography (90% hexanes/EtOAc) afforded the desired product (0.13 g, 25%, 3 steps) as a white semi-solid. 1H NMR (500 MHz, CDCl3) δ ppm 10.01 (s, 2H), 7.90 (s, 1H), 7.62 (s, 2H), 3.94 (d, J=5.5 Hz, 2H)... Reactants: N1(CCCCC1)C1=C(C=2CC3=CC=CC=C3C2C(=C1)C1=CC=C(C=C1)C)C#N (2-(piperidin-1-yl)-4-p-tolyl-9H-fluorene-1-carbonitrile), [H-].[Na+] (sodium hydride), C1CCOC1 (THF). Reaction conditions: temperature 2.5 celsius. Yields the product O=C1C2=CC=CC=C2C=2C(=CC(=C(C12)C#N)N1CCCCC1)C1=CC=C(C=C1)C (9-Oxo-2-piperidin-1-yl-4-p-tolyl-9H-fluorene-1-carbonitrile). RXN SMILES: [N:1]1([C:7]2[CH:19]=[C:18]([C:20]3[CH:25]=[CH:24][C:23]([CH3:26])=[CH:22][CH:21]=3)[C:17]3[C:16]4[C:11](=[CH:12][CH:13]=[CH:14][CH:15]=4)[CH2:10][C:9]=3[C:8]=2[C:27]#[N:28])[CH2:6][CH2:5][CH2:4][CH2:3][CH2:2]1.[H-].[Na+].C1C[O:34]CC1>>[O:34]=[C:10]1[C:9]2[C:8]([C:27]#[N:28])=[C:7]([N:1]3[CH2:6][CH2:5][CH2:4][CH2:3][CH2:2]3)[CH:19]=[C:18]([C:20]3[CH:21]=[CH:22][C:23]([CH3:26])=[CH:24][CH:25]=3)[C:17]=2[C:16]2[C:11]1=[CH:12][CH:13]=[CH:14][CH:15]=2 |f:1.2|. Procedure: A solution of 2-(piperidin-1-yl)-4-p-tolyl-9H-fluorene-1-carbonitrile (364 mg) in THF was added sodium hydride (40 mg) and was stirred at 0-5° C. for less than five minutes. After completion, the reaction solvent was evaporated under vacuum and the crude solid obtained was quenched with ice water and subsequently neutralized by dilute HCl. The precipitate thus obtained was filtered and purified on a silica gel column using ethyl acetate-hexane as eluent. Red solid; mp 230-232° C.; ESMS 379 (M++1... Starting materials: C(#N)C=1C=C(C(=O)N2CCCC3=CC=CC=C23)C=CC1 (1-(3-cyanobenzoyl)-1,2,3,4-tetrahydroquinoline), Cl (hydrochloric acid). Reagents/catalysts: [Pd] (palladium on carbon). The solvent is CO (methanol). Yields the product Cl.NCC=1C=C(C(=O)N2CCCC3=CC=CC=C23)C=CC1 (1-(3-aminomethylbenzoyl)-1,2,3,4-tetrahydroquinoline hydrochloride). Isolated yield 99.0%. RXN SMILES: [C:1]([C:3]1[CH:4]=[C:5]([CH:18]=[CH:19][CH:20]=1)[C:6]([N:8]1[C:17]2[C:12](=[CH:13][CH:14]=[CH:15][CH:16]=2)[CH2:11][CH2:10][CH2:9]1)=[O:7])#[N:2].[ClH:21]>CO.[Pd]>[ClH:21].[NH2:2][CH2:1][C:3]1[CH:4]=[C:5]([CH:18]=[CH:19][CH:20]=1)[C:6]([N:8]1[C:17]2[C:12](=[CH:13][CH:14]=[CH:15][CH:16]=2)[CH2:11][CH2:10][CH2:9]1)=[O:7] |f:4.5|. Reported procedure: A solution of 1-(3-cyanobenzoyl)-1,2,3,4-tetrahydroquinoline (7.1 g, 27 mmol) and hydrochloric acid (2.2 ml) in methanol (100 ml) was hydrogenated at atmospheric pressure for 8 h over a catalytic amount of 10% palladium on carbon. The mixture was filtered through Celite® and reduced to yield 1-(3-aminomethylbenzoyl)-1,2,3,4-tetrahydroquinoline hydrochloride (8.1 g, 99%) as a white solid. Starting materials: O=C1C=C(NC=C1OCC1=CC=CC=C1)C=CC(=O)O (3-[1,4-Dihydro-4-oxo-5-(phenylmethoxy)-2pyridinyl-]-2-propenoic acid), ON1N=NC2=C1C=CC=C2 (N-hydroxybenzotriazole), N,N-dimethylaminopyridine, C1(CCCCC1)N=C=NC1CCCCC1 (dicyclohexylcarbodiimide), NN1C(NCC1)=O (N-aminoimidazolidinone). Run in CN(C=O)C (dimethylformamide). Conditions: temperature 0 celsius, time 10 hour. Product: O=C1C=C(NC=C1OCC1=CC=CC=C1)C=CC(=O)NN1C(NCC1)=O (3-[1,4-Dihydro-4-oxo-5-(phenylmethoxy)-2-pyridinyl]-N-(2-oxo-1-imidazolidinyl)-2-propenamide). Isolated yield 87.7%. As a reaction SMILES: [O:1]=[C:2]1[C:7]([O:8][CH2:9][C:10]2[CH:15]=[CH:14][CH:13]=[CH:12][CH:11]=2)=[CH:6][NH:5][C:4]([CH:16]=[CH:17][C:18]([OH:20])=O)=[CH:3]1.ON1C2C=CC=CC=2N=N1.C1(N=C=NC2CCCCC2)CCCCC1.[NH2:46][N:47]1[CH2:51][CH2:50][NH:49][C:48]1=[O:52]>CN(C)C=O>[O:1]=[C:2]1[C:7]([O:8][CH2:9][C:10]2[CH:11]=[CH:12][CH:13]=[CH:14][CH:15]=2)=[CH:6][NH:5][C:4]([CH:16]=[CH:17][C:18]([NH:46][N:47]2[CH2:51][CH2:50][NH:49][C:48]2=[O:52])=[O:20])=[CH:3]1. Reported procedure: 3-[1,4-Dihydro-4-oxo-5-(phenylmethoxy)-2pyridinyl-]-2-propenoic acid (10.85 g), 1 g of N-hydroxybenzotriazole, 0.01 g of N,N-dimethylaminopyridine and 8.24 g of dicyclohexylcarbodiimide were stirred for 30 minutes in 100 ml of dimethylformamide. After cooling to 0° C., 4 g of N-aminoimidazolidinone was added and stirring continued for 1 hour at 0° C. and 10 hours at room temperature. The resulting suspension was then heated to 60° C. and filtered. It was again suspended in 50 ml of dimethylforma... Reactants: COC1=CC2=C(C(=NCC3N2CCOC3)C=3OC=CC3)C=C1 (1,2,4,4a-tetrahydro-10-methoxy-7-(2furyl)-5H-[1,4]oxazino[4,3-a][1,4]benzodiazepine), ClC1=CC(=CC=C1)C(=O)OO (3-chloroperbenzoic acid), [OH-].[Na+] (sodium hydroxide). Run in C(Cl)Cl (methylene chloride). The product is COC1=CC2=C(C(=[N+](CC3N2CCOC3)[O-])C=3OC=CC3)C=C1 (1,2,4,4a-tetrahydro-10-methoxy-7-(2-furyl)-5H-[1,4]oxazino[4,3-a][1,4]benzodiazepine 6-oxide). Yield: 36.4%. Reaction SMILES: [CH3:1][O:2][C:3]1[CH:22]=[CH:21][C:6]2[C:7]([C:16]3[O:17][CH:18]=[CH:19][CH:20]=3)=[N:8][CH2:9][CH:10]3[CH2:15][O:14][CH2:13][CH2:12][N:11]3[C:5]=2[CH:4]=1.ClC1C=CC=C(C(OO)=[O:31])C=1.[OH-].[Na+]>C(Cl)Cl>[CH3:1][O:2][C:3]1[CH:22]=[CH:21][C:6]2[C:7]([C:16]3[O:17][CH:18]=[CH:19][CH:20]=3)=[N+:8]([O-:31])[CH2:9][CH:10]3[CH2:15][O:14][CH2:13][CH2:12][N:11]3[C:5]=2[CH:4]=1 |f:2.3|. Reported procedure: A solution of 6 g of 1,2,4,4a-tetrahydro-10-methoxy-7-(2furyl)-5H-[1,4]oxazino[4,3-a][1,4]benzodiazepine (for the preparation, see Example 2) in 100 ml of methylene chloride is heated under reflux with 4.2 g of 3-chloroperbenzoic acid for 3 hours. The reaction solution is then rendered alkaline with aqueous dilute sodium hydroxide solution and is worked up in the customary manner. The crude product isolated is purified by chromatography on aluminium oxide of activity level II, using methylene ch... Starting materials: COCCOCCBr, [H-], [Na+], [Na+], [Na+], O=C([O-])[O-], C1CCOC1, O=C(Oc1ccccc1)c1ccc(O)cc1. The product is COCCOCCOc1ccc(C(=O)Oc2ccccc2)cc1. RXN SMILES: [Br:19][CH2:20][CH2:21][O:22][CH2:23][CH2:24][O:25][CH3:26].[H-:17].[Na+:18].[Na+:27].[Na+:28].[O-:29][C:30](=[O:31])[O-:32].[O:33]1[CH2:34][CH2:35][CH2:36][CH2:37]1.[OH:1][c:2]1[cH:3][cH:4][c:5]([C:6](=[O:7])[O:8][c:9]2[cH:10][cH:11][cH:12][cH:13][cH:14]2)[cH:15][cH:16]1>>[O:1]([c:2]1[cH:3][cH:4][c:5]([C:6](=[O:7])[O:8][c:9]2[cH:10][cH:11][cH:12][cH:13][cH:14]2)[cH:15][cH:16]1)[CH2:20][CH2:21][O:22][CH2:23][CH2:24][O:25][CH3:26].